Dataset: the Open Reaction Database (ORD), a public repository of structured organic reaction records. Task: describe an organic reaction: reactants, conditions, products, and yield Starting materials: Cl.C(C)OC(CC=1C=C(C(=CC1)OC)C1=C(C=C(C=C1)C=1C=NC(=CC1)OCC)CNCC)=O ([4′-(6-ethoxy-pyridin-3-yl)-2′-ethylaminomethyl-6-methoxy-biphenyl-3-yl]-acetic acid ethyl ester hydrochloride), C(C)(C)N(C(C)C)CC (N,N-diisopropylethylamine), C1(CC1)C(=O)Cl (cyclopropanecarbonyl chloride). The solvent is ClCCl (dichloromethane), O (water), ClCCl (dichloromethane). The product is C(C)OC(CC=1C=C(C(=CC1)OC)C1=C(C=C(C=C1)C=1C=NC(=CC1)OCC)CN(CC)C(=O)C1CC1)=O ([2′-[(Cyclopropanecarbonyl-ethyl-amino)-methyl]-4′-(6-ethoxy-pyridin-3-yl)-6-methoxy-biphenyl-3-yl]-acetic acid ethyl ester). As a reaction SMILES: Cl.[CH2:2]([O:4][C:5](=[O:34])[CH2:6][C:7]1[CH:8]=[C:9]([C:15]2[CH:20]=[CH:19][C:18]([C:21]3[CH:22]=[N:23][C:24]([O:27][CH2:28][CH3:29])=[CH:25][CH:26]=3)=[CH:17][C:16]=2[CH2:30][NH:31][CH2:32][CH3:33])[C:10]([O:13][CH3:14])=[CH:11][CH:12]=1)[CH3:3].C(N(CC)C(C)C)(C)C.[CH:44]1([C:47](Cl)=[O:48])[CH2:46][CH2:45]1>ClCCl.O>[CH2:2]([O:4][C:5](=[O:34])[CH2:6][C:7]1[CH:8]=[C:9]([C:15]2[CH:20]=[CH:19][C:18]([C:21]3[CH:22]=[N:23][C:24]([O:27][CH2:28][CH3:29])=[CH:25][CH:26]=3)=[CH:17][C:16]=2[CH2:30][N:31]([C:47]([CH:44]2[CH2:46][CH2:45]2)=[O:48])[CH2:32][CH3:33])[C:10]([O:13][CH3:14])=[CH:11][CH:12]=1)[CH3:3] |f:0.1|. Procedure: To [4′-(6-ethoxy-pyridin-3-yl)-2′-ethylaminomethyl-6-methoxy-biphenyl-3-yl]-acetic acid ethyl ester hydrochloride (0.357 g, 0.736 mmol) and N,N-diisopropylethylamine (0.75 mL, 4.3 mmol) in dichloromethane (4 mL) was added cyclopropanecarbonyl chloride (0.074 mL, 0.814 mmol), and the reaction was stirred at room temperature. Once no starting material was seen by analytical LCMS, the mixture was diluted with dichloromethane and water, and the aqueous layer was extracted with dichloromethane. The c...